The task is: describe an organic reaction: reactants, conditions, products, and yield. This data is from the Open Reaction Database (ORD), a public repository of structured organic reaction records. Starting materials: ClC1=C(C=CC=C1)C=1OC2=C(C(=CC(=C2C(C1)=O)OC)OC)[C@H]1[C@@H](CN(CC1)C)OC(C)=O ((±)-trans-Acetic acid 4-[2-(2-chloro-phenyl)-5,7-dimethoxy-4-oxo-4H-chromen-8-yl]-1-methyl-piperidin-3-yl ester), N#CBr (cyanogen bromide), O (water). The solvent is C(Cl)(Cl)Cl (CHCl3). Conditions: time 8 hour. Yields the product ClC1=C(C=CC=C1)C=1OC2=C(C(=CC(=C2C(C1)=O)OC)OC)[C@H]1[C@@H](CN(CC1)C#N)OC(C)=O ((±)-trans-Acetic acid 4-[2-(2-chloro-phenyl)-5,7-dimethoxy-4-oxo-4H-chromen-8-yl]-1-cyano-piperidin-3-yl ester). Reaction SMILES: [Cl:1][C:2]1[CH:7]=[CH:6][CH:5]=[CH:4][C:3]=1[C:8]1[O:9][C:10]2[C:15]([C:16](=[O:18])[CH:17]=1)=[C:14]([O:19][CH3:20])[CH:13]=[C:12]([O:21][CH3:22])[C:11]=2[C@@H:23]1[CH2:28][CH2:27][N:26]([CH3:29])[CH2:25][C@H:24]1[O:30][C:31](=[O:33])[CH3:32].[N:34]#CBr.O>C(Cl)(Cl)Cl>[Cl:1][C:2]1[CH:7]=[CH:6][CH:5]=[CH:4][C:3]=1[C:8]1[O:9][C:10]2[C:15]([C:16](=[O:18])[CH:17]=1)=[C:14]([O:19][CH3:20])[CH:13]=[C:12]([O:21][CH3:22])[C:11]=2[C@@H:23]1[CH2:28][CH2:27][N:26]([C:29]#[N:34])[CH2:25][C@H:24]1[O:30][C:31](=[O:33])[CH3:32]. Reported procedure: To compound of example 126 (2.9 g, 6.15 mmol) in dry CHCl3 (40 mL) at 0° C. was added cyanogen bromide (2.1 g, 19.8 mmol). The reaction mixture was stirred at room temperature for 8 h. It was poured into water (100 mL) and extracted with CHCl3 (3×100 mL). The organic extract was washed with water, dried (anhydrous Na2SO4) and concentrated. The solid residue obtained was purified using a silica gel column and 2% IPA+1% liquor NH3 in CHCl3 as eluant to obtain the title compound. Solvent: O1CCCC1 (tetrahydrofuran). As a reaction SMILES: [CH3:1][O:2][C:3]1[CH:4]=[C:5]2[C:9](=[CH:10][CH:11]=1)[NH:8][C:7]([CH2:12][C:13](Cl)=[O:14])=[CH:6]2.C(O)(=O)C>O1CCCC1>[CH3:1][O:2][C:3]1[CH:4]=[C:5]2[C:9](=[CH:10][CH:11]=1)[NH:8][C:7]([CH2:12][CH:13]=[O:14])=[CH:6]2. Reported procedure: A solution of 5-methoxy-2-indolylacetyl chloride (0.1 mol.) in dry tetrahydrofuran is treated with 0.25 mole of lithium aluminum tri-t-butoxy hydride with ice-cooling and stirring. After the initial reaction, the mixture is stirred at room temperature for 4 hours and poured into ice. Excess of acetic acid is added, and the product is extracted with ether. The ethereal solution is washed with sodium bicarbonate, dried over sodium sulfate, and evaporated to a syrup. Chromatography of the residue o... The reactants are COC=1C=C2C=C(NC2=CC1)CC(=O)Cl (5-methoxy-2-indolylacetyl chloride), lithium aluminum tri-t-butoxy hydride, C(C)(=O)O (acetic acid). The product is COC=1C=C2C=C(NC2=CC1)CC=O (5-methoxy-2-indolyl acetaldehyde).